This data is from the Open Reaction Database (ORD), a public repository of structured organic reaction records. The task is: describe an organic reaction: reactants, conditions, products, and yield As a reaction SMILES: [Br:1][CH2:2][CH:3]=[CH:4][C:5]([O:7][CH2:8][C:9]1[CH:14]=[CH:13][CH:12]=[CH:11][CH:10]=1)=[O:6].[C:15]1([P:21]([C:28]2[CH:33]=[CH:32][CH:31]=[CH:30][CH:29]=2)[C:22]2[CH:27]=[CH:26][CH:25]=[CH:24][CH:23]=2)[CH:20]=[CH:19][CH:18]=[CH:17][CH:16]=1>C1C=CC=CC=1>[Br-:1].[CH2:8]([O:7][C:5]([CH2:4][CH:3]=[CH:2][PH:21]([C:22]1[CH:23]=[CH:24][CH:25]=[CH:26][CH:27]=1)([C:28]1[CH:33]=[CH:32][CH:31]=[CH:30][CH:29]=1)[C:15]1[CH:16]=[CH:17][CH:18]=[CH:19][CH:20]=1)=[O:6])[C:9]1[CH:14]=[CH:13][CH:12]=[CH:11][CH:10]=1 |f:3.4|. The solvent is C1=CC=CC=C1 (benzene). The reactants are BrCC=CC(=O)OCC1=CC=CC=C1 (benzyl 4-bromo-but-2-enate), C1(=CC=CC=C1)P(C1=CC=CC=C1)C1=CC=CC=C1 (triphenylphosphine). Procedure details: A solution of benzyl 4-bromo-but-2-enate (430 mg, 1.68 mmol) and triphenylphosphine (661 mg, 2.52 mmol) in benzene (3 ml) was stirred at room temperature under nitrogen for 20 hours. The resulting white solid was collected through filtration and washed with benzene (3×2 ml), and dried at 100° C. under vacuum to give the title compound (510 mg, 59% yield). 1H NMR (CD3OD): δppm 4.60 (2H, m, slowly disappeared due to deuterium exchange), 5.13 (2H, s), 6.16 (1H, dd, J1=15.3 Hz, J2=1.1 Hz), 6.81 (1H,... The yield is 58.6%. Yields the product [Br-].C(C1=CC=CC=C1)OC(=O)CC=CP(C1=CC=CC=C1)(C1=CC=CC=C1)C1=CC=CC=C1 (Benzyloxycarbonylprop-1-enyl triphenylphosphorane bromide). The reactants are ClC1=CC=C(CC=2C(NC(=NC2)SC)=O)C=C1 (5-(4-chlorobenzyl)-2-methylthio-4-pyrimidone), S1C(=NC=C1)CSCCN (2-(2-thiazolylmethylthio)ethylamine), Cl (hydrochloric acid). Product: Cl.S1C(=NC=C1)CSCCNC1=NC=C(C(N1)=O)CC1=CC=C(C=C1)Cl (2-[2-(2-thiazolyl-methylthio)-ethylamino]-5-(4-chlorobenzyl)-4-pyrimidone monohydrochloride). Reaction SMILES: [Cl:1][C:2]1[CH:17]=[CH:16][C:5]([CH2:6][C:7]2[C:8](=[O:15])[NH:9][C:10](SC)=[N:11][CH:12]=2)=[CH:4][CH:3]=1.[S:18]1[CH:22]=[CH:21][N:20]=[C:19]1[CH2:23][S:24][CH2:25][CH2:26][NH2:27].Cl>>[ClH:1].[S:18]1[CH:22]=[CH:21][N:20]=[C:19]1[CH2:23][S:24][CH2:25][CH2:26][NH:27][C:10]1[NH:9][C:8](=[O:15])[C:7]([CH2:6][C:5]2[CH:4]=[CH:3][C:2]([Cl:1])=[CH:17][CH:16]=2)=[CH:12][N:11]=1 |f:3.4|. Procedure details: An intimate mixture of 5-(4-chlorobenzyl)-2-methylthio-4-pyrimidone (1.36 g) and 2-(2-thiazolylmethylthio)ethylamine (0.9 g) was heated at 130°-135° for 31/2 hours. After cooling the reaction mixture was treated with 2N hydrochloric acid. Evaporation to dryness followed by recrystallisation from isopropanol/methanol gave 2-[2-(2-thiazolyl-methylthio)-ethylamino]-5-(4-chlorobenzyl)-4-pyrimidone monohydrochloride, m.p. 172.5°-174.5°. Starting materials: CC(C)(C)c1cc2c(cc1[N+](=O)[O-])OC(=O)C2(C)C, CO. The product is CC(C)(C)c1cc2c(cc1N)OC(=O)C2(C)C. Reaction SMILES: [C:1]([CH3:2])([CH3:3])([CH3:4])[c:5]1[c:6]([N+:17]([O-:18])=[O:19])[cH:7][c:8]2[c:9]([cH:16]1)[C:10]([CH3:14])([CH3:15])[C:11](=[O:13])[O:12]2.[CH3:20][OH:21]>>[C:1]([CH3:2])([CH3:3])([CH3:4])[c:5]1[c:6]([NH2:17])[cH:7][c:8]2[c:9]([cH:16]1)[C:10]([CH3:14])([CH3:15])[C:11](=[O:13])[O:12]2. The reactants are FC(C=1C=C(C=C(C1)C(F)(F)F)NC(=C(C#N)S(=O)(=O)C(C)C)SC)(F)F (3-(3,5-Bis(trifluoromethyl)phenylamino)-2-isopropylsulfonyl-3-methylsulfanyl-2-propenenitrile), NC(C)C(C)(C)C (2-amino-3,3-dimethylbutane). Yields the product FC(C=1C=C(C=C(C1)C(F)(F)F)NC(=C(C#N)S(=O)(=O)C(C)C)NC(C(C)(C)C)C)(F)F (3-(3,5-Bis(trifluoromethyl)phenylamino)-2-isopropylsulfonyl-3-(1,2,2-trimethylpropylamino)-propenenitrile). Isolated yield 80.0%. As a reaction SMILES: [F:1][C:2]([F:27])([F:26])[C:3]1[CH:4]=[C:5]([NH:13][C:14](SC)=[C:15]([S:18]([CH:21]([CH3:23])[CH3:22])(=[O:20])=[O:19])[C:16]#[N:17])[CH:6]=[C:7]([C:9]([F:12])([F:11])[F:10])[CH:8]=1.[NH2:28][CH:29]([C:31]([CH3:34])([CH3:33])[CH3:32])[CH3:30]>>[F:26][C:2]([F:1])([F:27])[C:3]1[CH:4]=[C:5]([NH:13][C:14]([NH:28][CH:29]([CH3:30])[C:31]([CH3:34])([CH3:33])[CH3:32])=[C:15]([S:18]([CH:21]([CH3:22])[CH3:23])(=[O:19])=[O:20])[C:16]#[N:17])[CH:6]=[C:7]([C:9]([F:10])([F:12])[F:11])[CH:8]=1. Procedure: 3-(3,5-Bis(trifluoromethyl)phenylamino)-2-isopropylsulfonyl-3-methylsulfanyl-2-propenenitrile (0.500 g, 0.6 mmol) was stirred in 2-amino-3,3-dimethylbutane (1 ml) for 48 h at 100° C. under nitrogen in a sealed flask. The reaction mixture was concentrated and the residue dissolved in dichloromethane, washed twice with 1N aqueous HCl, once with brine, and once with water. The organic phase was dried (sodium sulphate) and evaporated to afford 450 mg (80%) of the title compound as pale yellow crysta... The reactants are CCN1CCOCC1, C1CSCCN1, CCN=C=NCCCN(C)C, CN(C)C=O, Cn1ccc2c(Nc3cccc(Cl)c3)ncc(C(=O)O)c21, O, On1nnc2ccccc21. Yields the product Cn1ccc2c(Nc3cccc(Cl)c3)ncc(C(=O)N3CCSCC3)c21. Reaction SMILES: [CH2:43]([N:44]1[CH2:45][CH2:46][O:47][CH2:48][CH2:49]1)[CH3:50].[CH2:51]1[CH2:52][S:53][CH2:54][CH2:55][NH:56]1.[CH3:22][N:23]([CH3:24])[CH2:25][CH2:26][CH2:27][N:28]=[C:29]=[N:30][CH2:31][CH3:32].[CH3:57][N:58]([CH3:59])[CH:60]=[O:61].[Cl:1][c:2]1[cH:3][c:4]([NH:8][c:9]2[n:10][cH:11][c:12]([C:19](=[O:20])[OH:21])[c:13]3[c:14]2[cH:15][cH:16][n:17]3[CH3:18])[cH:5][cH:6][cH:7]1.[OH2:62].[OH:33][n:34]1[c:35]2[cH:36][cH:37][cH:38][cH:39][c:40]2[n:41][n:42]1>>[Cl:1][c:2]1[cH:3][c:4]([NH:8][c:9]2[n:10][cH:11][c:12]([C:19](=[O:21])[N:56]3[CH2:51][CH2:52][S:53][CH2:54][CH2:55]3)[c:13]3[c:14]2[cH:15][cH:16][n:17]3[CH3:18])[cH:5][cH:6][cH:7]1. Starting materials: O, O, O, O, O, O, O=S(=O)(O)O, COc1ccc(C(=O)C(O)c2ccc(OC)cc2)cc1, c1ccncc1. Product: COc1ccc(C(=O)C(=O)c2ccc(OC)cc2)cc1. As a reaction SMILES: [OH2:21].[OH2:22].[OH2:23].[OH2:24].[OH2:25].[OH2:37].[S:26]([OH:27])([OH:28])(=[O:29])=[O:30].[c:1]1([C:9](=[O:10])[CH:11]([OH:12])[c:13]2[cH:14][cH:15][c:16]([O:17][CH3:18])[cH:19][cH:20]2)[cH:2][cH:3][c:4]([O:5][CH3:6])[cH:7][cH:8]1.[cH:31]1[cH:32][cH:33][n:34][cH:35][cH:36]1>>[c:1]1([C:9](=[O:10])[C:11](=[O:12])[c:13]2[cH:14][cH:15][c:16]([O:17][CH3:18])[cH:19][cH:20]2)[cH:2][cH:3][c:4]([O:5][CH3:6])[cH:7][cH:8]1. Reactants: N1C=C(C=2C1=NC=CC2)C=C2C(C(=C(O2)NC2=CC=C(C=C2)N2CCOCC2)C(=O)OCC)=O (Ethyl 5-[(1H-pyrrolo[2,3-b]pyridin-3-yl)methylene]-2-[(4-morpholinophenyl)amino]-4-oxo-4,5-dihydrofuran-3-carboxylate). Run in CN(C(C)=O)C (N,N-dimethylacetamide), O (water). Yields the product N1C=C(C=2C1=NC=CC2)C=C2OC(=CC2=O)NC2=CC=C(C=C2)N2CCOCC2 (2-[(1H-Pyrrolo[2,3-b]pyridin-3-yl)methylene]-5-[(4-morpholinophenyl)amino]furan-3(2H)-one). Yield: 22.7%. As a reaction SMILES: [NH:1]1[C:5]2=[N:6][CH:7]=[CH:8][CH:9]=[C:4]2[C:3]([CH:10]=[C:11]2[O:15][C:14]([NH:16][C:17]3[CH:22]=[CH:21][C:20]([N:23]4[CH2:28][CH2:27][O:26][CH2:25][CH2:24]4)=[CH:19][CH:18]=3)=[C:13](C(OCC)=O)[C:12]2=[O:34])=[CH:2]1>CN(C)C(=O)C.O>[NH:1]1[C:5]2=[N:6][CH:7]=[CH:8][CH:9]=[C:4]2[C:3]([CH:10]=[C:11]2[C:12](=[O:34])[CH:13]=[C:14]([NH:16][C:17]3[CH:18]=[CH:19][C:20]([N:23]4[CH2:28][CH2:27][O:26][CH2:25][CH2:24]4)=[CH:21][CH:22]=3)[O:15]2)=[CH:2]1. Reported procedure: A solution of the compound (0.080 g, 0.17 mmol) of Example 42 in N,N-dimethylacetamide (3.0 mL) was stirred at 160° C. for 4 h. Cooled to ambient temperature, the reaction mixture was diluted with water and the precipitate was collected by filtration. The solid was washed with water, tetrahydrofuran and diethyl ether then dried to afford the titled compound as solid (0.015 g, y. 22%). The product is CCc1cc(NC(=O)C(CS)Cc2ccccc2)cc(C(=O)O)c1. The reactants are CCc1cc(NC(=O)C(CSC(C)=O)Cc2ccccc2)cc(C(=O)O)c1, C1CCNC1, Cl, O. Reaction SMILES: [C:1](=[O:2])([CH3:3])[S:4][CH2:5][CH:6]([C:7](=[O:8])[NH:9][c:10]1[cH:11][c:12]([C:13](=[O:14])[OH:15])[cH:16][c:17]([CH2:19][CH3:20])[cH:18]1)[CH2:21][c:22]1[cH:23][cH:24][cH:25][cH:26][cH:27]1.[CH2:28]1[CH2:29][NH:30][CH2:31][CH2:32]1.[ClH:33].[OH2:34]>>[SH:4][CH2:5][CH:6]([C:7](=[O:8])[NH:9][c:10]1[cH:11][c:12]([C:13](=[O:14])[OH:15])[cH:16][c:17]([CH2:19][CH3:20])[cH:18]1)[CH2:21][c:22]1[cH:23][cH:24][cH:25][cH:26][cH:27]1. Starting materials: CC1=CC2=C(C=C1C)N(C=N2)[C@@H]3[C@@H]([C@@H]([C@H](O3)CO)OP(=O)([O-])O[C@H](C)CNC(=O)CC[C@@]4([C@H]([C@@H]5[C@]6([C@@]([C@@H](/C(=C(/C7=N/C(=C\C8=N/C(=C(\C4=N5)/C)/[C@H](C8(C)C)CCC(=O)N)/[C@H]([C@]7(C)CC(=O)N)CCC(=O)N)\C)/[N-]6)CCC(=O)N)(C)CC(=O)N)C)CC(=O)N)C)O.[C-]#N.[Co+3] (cyanocobalamin), [Br-].C[S+](C)C (trimethylsulfonium bromide), O.O.O.O.O.O.[Co](Cl)Cl (cobalt chloride hexahydrate), [BH4-].[Na+] (sodium borohydride), [OH-].[Na+] (sodium hydroxide). The solvent is CC(CC)=O (butanone), CC(CC)=O (2-butanone), O (water), O (water). Run at temperature 35 celsius. The product is [CH3-].CC1=CC2=C(C=C1C)N(C=N2)[C@@H]3[C@@H]([C@@H]([C@H](O3)CO)OP(=O)([O-])OC(C)CNC(=O)CC[C@@]4([C@H]([C@@H]5[C@]6([C@@]([C@@H](/C(=C(/C7=N/C(=C\C8=N/C(=C(\C4=N5)/C)/[C@H](C8(C)C)CCC(=O)N)/[C@H]([C@]7(C)CC(=O)N)CCC(=O)N)\C)/[N-]6)CCC(=O)N)(C)CC(=O)N)C)CC(=O)N)C)O.[Co+3] (Mecobalamin). RXN SMILES: [CH3:1][C:2]1[C:7]([CH3:8])=[CH:6][C:5]2[N:9]([C@H:12]3[O:16][C@H:15]([CH2:17][OH:18])[C@@H:14]([O:19][P:20]([O:23][C@@H:24]([CH2:26][NH:27][C:28]([CH2:30][CH2:31][C@@:32]4([CH3:89])[C:48]5=[N:49][C@@H:34]([C@:35]6([CH3:84])[N-:73][C:38](=[C:39]([CH3:72])[C:40]7[C@:61]([CH2:63][C:64]([NH2:66])=[O:65])([CH3:62])[C@H:60]([CH2:67][CH2:68][C:69]([NH2:71])=[O:70])[C:42](=[CH:43][C:44]8[C:52]([CH3:54])([CH3:53])[C@H:51]([CH2:55][CH2:56][C:57]([NH2:59])=[O:58])[C:46](=[C:47]5[CH3:50])[N:45]=8)[N:41]=7)[C@@H:37]([CH2:74][CH2:75][C:76]([NH2:78])=[O:77])[C@@:36]6([CH2:80][C:81]([NH2:83])=[O:82])[CH3:79])[C@@H:33]4[CH2:85][C:86]([NH2:88])=[O:87])=[O:29])[CH3:25])([O-:22])=[O:21])[C@H:13]3[OH:90])[CH:10]=[N:11][C:4]=2[CH:3]=1.[C-]#N.[Co+3].[Br-].C[S+](C)C.O.O.O.O.O.O.[Co:105](Cl)Cl.[BH4-].[Na+].[OH-].[Na+]>CC(=O)CC.O>[CH3-:1].[CH3:1][C:2]1[C:7]([CH3:8])=[CH:6][C:5]2[N:9]([C@H:12]3[O:16][C@H:15]([CH2:17][OH:18])[C@@H:14]([O:19][P:20]([O:23][CH:24]([CH2:26][NH:27][C:28]([CH2:30][CH2:31][C@@:32]4([CH3:89])[C:48]5=[N:49][C@@H:34]([C@:35]6([CH3:84])[N-:73][C:38](=[C:39]([CH3:72])[C:40]7[C@:61]([CH2:63][C:64]([NH2:66])=[O:65])([CH3:62])[C@H:60]([CH2:67][CH2:68][C:69]([NH2:71])=[O:70])[C:42](=[CH:43][C:44]8[C:52]([CH3:54])([CH3:53])[C@H:51]([CH2:55][CH2:56][C:57]([NH2:59])=[O:58])[C:46](=[C:47]5[CH3:50])[N:45]=8)[N:41]=7)[C@@H:37]([CH2:74][CH2:75][C:76]([NH2:78])=[O:77])[C@@:36]6([CH2:80][C:81]([NH2:83])=[O:82])[CH3:79])[C@@H:33]4[CH2:85][C:86]([NH2:88])=[O:87])=[O:29])[CH3:25])([O-:22])=[O:21])[C@H:13]3[OH:90])[CH:10]=[N:11][C:4]=2[CH:3]=1.[Co+3:105] |f:0.1.2,3.4,5.6.7.8.9.10.11,12.13,14.15,18.19.20|. Procedure: To 130 ml of ion-exchanged water were added 10 g of cyanocobalamin, 3.48 g of trimethylsulfonium bromide, 700 mg of cobalt chloride hexahydrate, and 7.5 ml of 2-butanone. After replacing the atmosphere of the system by nitrogen, the whole was warmed on a water bath and a solution of sodium borohydride (4 g)/2N sodium hydroxide (0.2 ml)/water (20 ml) was added dropwise thereto under stirring at an inner temperature of 35° C. After stirring for 3 hours as it was, the mixture was cooled to 15° C. a...